Dataset: the Open Reaction Database (ORD), a public repository of structured organic reaction records. Task: describe an organic reaction: reactants, conditions, products, and yield Reactants: C1(=CC=CC=C1)N1C(=NC2=C1C=CC=C2)C2=CC=C(C=C2)N2C1=CC=CC=C1SC=1C=CC=CC21 (10-[4-(N-phenyl-2-benzimidazolyl)phenyl]phenothiazine), ClC1=CC(=CC=C1)C(=O)OO (m-chloroperbenzoic acid), [OH-].[K+] (KOH). Run in C(Cl)Cl (methylene chloride). Reaction conditions: time 1 hour. Yields the product C1(=CC=CC=C1)N1C(=NC2=C1C=CC=C2)C2=CC=C(C=C2)N2C1=CC=CC=C1S(C=1C=CC=CC21)(=O)=O (10-[4-(N-Phenyl-2-benzimidazolyl)phenyl]phenothiazine 5,5-dioxide). RXN SMILES: [C:1]1([N:7]2[C:11]3[CH:12]=[CH:13][CH:14]=[CH:15][C:10]=3[N:9]=[C:8]2[C:16]2[CH:21]=[CH:20][C:19]([N:22]3[C:35]4[CH:34]=[CH:33][CH:32]=[CH:31][C:30]=4[S:29][C:28]4[C:23]3=[CH:24][CH:25]=[CH:26][CH:27]=4)=[CH:18][CH:17]=2)[CH:6]=[CH:5][CH:4]=[CH:3][CH:2]=1.ClC1C=CC=C(C(OO)=[O:44])C=1.[OH-:47].[K+]>C(Cl)Cl>[C:1]1([N:7]2[C:11]3[CH:12]=[CH:13][CH:14]=[CH:15][C:10]=3[N:9]=[C:8]2[C:16]2[CH:21]=[CH:20][C:19]([N:22]3[C:35]4[CH:34]=[CH:33][CH:32]=[CH:31][C:30]=4[S:29](=[O:44])(=[O:47])[C:28]4[C:23]3=[CH:24][CH:25]=[CH:26][CH:27]=4)=[CH:18][CH:17]=2)[CH:2]=[CH:3][CH:4]=[CH:5][CH:6]=1 |f:2.3|. Procedure details: A solution of 6.14 g of 10-[4-(N-phenyl-2-benzimidazolyl)phenyl]phenothiazine in 180 ml of methylene chloride was admixed at room temperature with 7.17 g (28.9 mmol) of 70% m-chloroperbenzoic acid with cooling and stirred at room temperature for 1 h. The solution was admixed with 60 ml of 10% KOH. After the methylene chloride had been removed, the suspension was diluted with 100 ml of hot water. The precipitate was filtered off with suction, washed with hot water and dried at 80° C. under reduce... The reactants are ice, C(=C)[Mg]Br (vinylmagnesium bromide), FC1=CC=C(C=C1)CC(=O)N(C)OC (2-(4-fluorophenyl)-N-methoxy-N-methylacetamide). Solvent: CCOCC (ether), [Cl-].[Na+].O (brine), C1CCOC1 (THF), CCOCC (ether). Reaction conditions: temperature 0 celsius, time 0.5 hour. Yields the product FC1=CC=C(C=C1)CC(C=C)=O (1-(4-Fluorophenyl)but-3-en-2-one). Isolated yield 81.1%. RXN SMILES: [CH:1]([Mg]Br)=[CH2:2].[F:5][C:6]1[CH:11]=[CH:10][C:9]([CH2:12][C:13](N(OC)C)=[O:14])=[CH:8][CH:7]=1>C1COCC1.CCOCC.[Cl-].[Na+].O>[F:5][C:6]1[CH:11]=[CH:10][C:9]([CH2:12][C:13](=[O:14])[CH:1]=[CH2:2])=[CH:8][CH:7]=1 |f:4.5.6|. Reported procedure: To a solution of 220 mL (1.0 M, 220mmol) of vinylmagnesium bromide in 100 mL THF, was added dropwise under nitrogen atmosphere at 0 ° C. a solution of 21 g (106.6 mmol) 2-(4-fluorophenyl)-N-methoxy-N-methylacetamide (step A) in ˜150 mL dry ether. The reaction mixture was stirred at 0° C. for 0.5 hr then poured slowly into an ice/2N aq HCl mixture. The resulting mixture was diluted with ether and brine, transferred to a separatory funnel and the organic layer separated. The organic layer was wash... Reactants: CC(C)(C)P(C(C)(C)C)C(C)(C)C, Cc1ccccc1, N#Cc1ccc(Cl)cc1, c1ccc(Nc2ccccc2)cc1. Yields the product N#Cc1ccc(N(c2ccccc2)c2ccccc2)cc1. RXN SMILES: [C:23]([P:24]([C:25]([CH3:26])([CH3:27])[CH3:28])[C:29]([CH3:30])([CH3:31])[CH3:32])([CH3:33])([CH3:34])[CH3:35].[CH3:36][c:37]1[cH:38][cH:39][cH:40][cH:41][cH:42]1.[Cl:1][c:2]1[cH:3][cH:4][c:5]([C:6]#[N:7])[cH:8][cH:9]1.[NH:10]([c:11]1[cH:12][cH:13][cH:14][cH:15][cH:16]1)[c:17]1[cH:18][cH:19][cH:20][cH:21][cH:22]1>>[c:2]1([N:10]([c:11]2[cH:12][cH:13][cH:14][cH:15][cH:16]2)[c:17]2[cH:18][cH:19][cH:20][cH:21][cH:22]2)[cH:3][cH:4][c:5]([C:6]#[N:7])[cH:8][cH:9]1. Starting materials: C(CCCCC)N(S(=O)(=O)C=1C=2C=CN=CC2C=CC1)CCOS(=O)(=O)C1=CC=C(C=C1)C (N-hexyl-N-(2-p-toluenesulfonyloxyethyl)-5-isoquinolinesulfonamide), N1CCCCC1 (piperidine), C(Cl)(Cl)Cl (chloroform). Run in C(C)O (ethanol). Run at temperature 80 celsius. The product is C(CCCCC)N(S(=O)(=O)C=1C=2C=CN=CC2C=CC1)CCN1CCCCC1 (N-hexyl-N-(2-piperidinoethyl)-5-isoquinolinesulfonamide). Yield: 80.0%. As a reaction SMILES: [CH2:1]([N:7]([CH2:21][CH2:22]OS(C1C=CC(C)=CC=1)(=O)=O)[S:8]([C:11]1[C:12]2[CH:13]=[CH:14][N:15]=[CH:16][C:17]=2[CH:18]=[CH:19][CH:20]=1)(=[O:10])=[O:9])[CH2:2][CH2:3][CH2:4][CH2:5][CH3:6].[NH:34]1[CH2:39][CH2:38][CH2:37][CH2:36][CH2:35]1.C(Cl)(Cl)Cl>C(O)C>[CH2:1]([N:7]([CH2:21][CH2:22][N:34]1[CH2:39][CH2:38][CH2:37][CH2:36][CH2:35]1)[S:8]([C:11]1[C:12]2[CH:13]=[CH:14][N:15]=[CH:16][C:17]=2[CH:18]=[CH:19][CH:20]=1)(=[O:9])=[O:10])[CH2:2][CH2:3][CH2:4][CH2:5][CH3:6]. Procedure: In 30 ml of ethanol were dissolved 5.47 g of N-hexyl-N-(2-p-toluenesulfonyloxyethyl)-5-isoquinolinesulfonamide and 2.85 g of piperidine, and the solution was heated in a pressure vessel at 80° C. for 3 hours. To the mixture obtained was added 100 ml of chloroform, and the resultant mixture was washed with 100 ml of water and dried with anhydrous magnesium sulfate. The chloroform was removed under reduced pressure to obtain a residue. The residue thus obtained was subjected to purification by sil... The reactants are C(C)OC(=O)CC=1C=C(OCC2=CC=C(C=C2)C2C(CN(CC2)C(=O)OCC2=CC=CC=C2)OCC=2C=CC3=C(N(CCO3)CCCOC)C2)C=CC1 (benzyl 4-[4-(3-ethoxycarbonylmethylphenoxymethyl)phenyl]-3-[4-(3-methoxypropyl)-3,4-dihydro-2H-benzo[1,4]oxazin-6-ylmethoxy]piperidine-1-carboxylate), N (ammonia). Run in O1CCCC1 (tetrahydrofuran). Product: C(N)(=O)CC=1C=C(OCC2=CC=C(C=C2)C2C(CN(CC2)C(=O)OCC2=CC=CC=C2)OCC=2C=CC3=C(N(CCO3)CCCOC)C2)C=CC1 (Benzyl 4-[4-(3-carbamoylmethylphenoxymethyl)phenyl]-3-[4-(3-methoxypropyl)-3,4-dihydro-2H-benzo[1,4]oxazin-6-ylmethoxy]piperidine-1-carboxylate). Reaction SMILES: C([O:3][C:4]([CH2:6][C:7]1[CH:8]=[C:9]([CH:51]=[CH:52][CH:53]=1)[O:10][CH2:11][C:12]1[CH:17]=[CH:16][C:15]([CH:18]2[CH2:23][CH2:22][N:21]([C:24]([O:26][CH2:27][C:28]3[CH:33]=[CH:32][CH:31]=[CH:30][CH:29]=3)=[O:25])[CH2:20][CH:19]2[O:34][CH2:35][C:36]2[CH:37]=[CH:38][C:39]3[O:44][CH2:43][CH2:42][N:41]([CH2:45][CH2:46][CH2:47][O:48][CH3:49])[C:40]=3[CH:50]=2)=[CH:14][CH:13]=1)=O)C.[NH3:54]>O1CCCC1>[C:4]([CH2:6][C:7]1[CH:8]=[C:9]([CH:51]=[CH:52][CH:53]=1)[O:10][CH2:11][C:12]1[CH:17]=[CH:16][C:15]([CH:18]2[CH2:23][CH2:22][N:21]([C:24]([O:26][CH2:27][C:28]3[CH:29]=[CH:30][CH:31]=[CH:32][CH:33]=3)=[O:25])[CH2:20][CH:19]2[O:34][CH2:35][C:36]2[CH:37]=[CH:38][C:39]3[O:44][CH2:43][CH2:42][N:41]([CH2:45][CH2:46][CH2:47][O:48][CH3:49])[C:40]=3[CH:50]=2)=[CH:14][CH:13]=1)(=[O:3])[NH2:54]. Procedure: A solution of 0.114 g of benzyl 4-[4-(3-ethoxycarbonylmethylphenoxymethyl)phenyl]-3-[4-(3-methoxypropyl)-3,4-dihydro-2H-benzo[1,4]oxazin-6-ylmethoxy]piperidine-1-carboxylate (Example 348b), 5 ml of ammonia (7N in methanol) and 1 ml tetrahydrofuran is stirred in a Supelco bottle at 80° C. for 50 hours. After concentration by evaporation, the title compound is obtained as a yellow oil. Rt=4.96.